This data is from the Open Reaction Database (ORD), a public repository of structured organic reaction records. The task is: describe an organic reaction: reactants, conditions, products, and yield The reactants are Br.C(C1=CC=CC=C1)N1C[C@@H]([C@H]([C@@H](C1)CO)C1=CC=C(C=C1)O)O ((3R,4R,5S)-1-benzyl-5-hydroxymethyl-4-(4-hydroxy-phenyl)-piperidin-3-ol hydrobromide). Reagents/catalysts: [Pd] (palladium-on-charcoal). The solvent is CO (methanol). Product: Br.OC[C@H]1[C@@H]([C@H](CNC1)O)C1=CC=C(C=C1)O ((3R,4R,5S)-5-hydroxymethyl-4-(4-hydroxy-phenyl)-piperidin-3-ol hydrobromide). Yield: 89.1%. Reaction SMILES: [BrH:1].C([N:9]1[CH2:14][C@@H:13]([CH2:15][OH:16])[C@H:12]([C:17]2[CH:22]=[CH:21][C:20]([OH:23])=[CH:19][CH:18]=2)[C@@H:11]([OH:24])[CH2:10]1)C1C=CC=CC=1>CO.[Pd]>[BrH:1].[OH:16][CH2:15][C@@H:13]1[CH2:14][NH:9][CH2:10][C@H:11]([OH:24])[C@H:12]1[C:17]1[CH:22]=[CH:21][C:20]([OH:23])=[CH:19][CH:18]=1 |f:0.1,4.5|. Procedure details: The solution of 18.6 g (47.2 mmol) of crude (3R,4R,5S)-1-benzyl-5-hydroxymethyl-4-(4-hydroxy-phenyl)-piperidin-3-ol hydrobromide in 250 ml of methanol was flushed with argon, treated with 1.5 g of palladium-on-charcoal (10%) and exhaustively hydrogenated at room temperature under normal pressure during 18 hours The reaction mixture was filtered over Dicalit and the residue washed twice with 100 ml of warm methanol. The methanol solutions were combined and evaporated under reduced pressure to yie... The reactants are CC(=O)O, CCO, O=Cc1cccc(Cl)c1, CC(C)(C)NC(=O)CNC(=O)c1cc(Br)ccc1N. Product: CC(C)(C)NC(=O)CN1C(=O)c2cc(Br)ccc2NC1c1cccc(Cl)c1. Reaction SMILES: [CH3:29][C:30](=[O:31])[OH:32].[CH3:33][CH2:34][OH:35].[Cl:20][c:21]1[cH:22][c:23]([CH:24]=[O:25])[cH:26][cH:27][cH:28]1.[NH2:1][c:2]1[c:3]([C:4](=[O:5])[NH:6][CH2:7][C:8]([NH:9][C:10]([CH3:11])([CH3:12])[CH3:13])=[O:14])[cH:15][c:16]([Br:19])[cH:17][cH:18]1>>[NH:1]1[c:2]2[c:3]([cH:15][c:16]([Br:19])[cH:17][cH:18]2)[C:4](=[O:5])[N:6]([CH2:7][C:8]([NH:9][C:10]([CH3:11])([CH3:12])[CH3:13])=[O:14])[CH:24]1[c:23]1[cH:22][c:21]([Cl:20])[cH:28][cH:27][cH:26]1. Starting materials: Brc1ccc2cnccc2c1, ClCCl, O=C(OO)c1cccc(Cl)c1. Product: O=c1[nH]ccc2cc(Br)ccc12. As a reaction SMILES: [Br:1][c:2]1[cH:3][c:4]2[cH:5][cH:6][n:7][cH:8][c:9]2[cH:10][cH:11]1.[CH2:23]([Cl:24])[Cl:25].[OH:12][O:13][C:14]([c:15]1[cH:16][c:17]([Cl:18])[cH:19][cH:20][cH:21]1)=[O:22]>>[Br:1][c:2]1[cH:3][c:4]2[cH:5][cH:6][nH:7][c:8](=[O:12])[c:9]2[cH:10][cH:11]1. The reactants are BrCc1ccc(-n2cncn2)cc1, Cc1nc(-c2ccn[nH]2)sc1C(=O)NCc1cccnc1. The product is Cc1nc(-c2ccn(Cc3ccc(-n4cncn4)cc3)n2)sc1C(=O)NCc1cccnc1. As a reaction SMILES: [Br:22][CH2:23][c:24]1[cH:25][cH:26][c:27](-[n:30]2[n:31][cH:32][n:33][cH:34]2)[cH:28][cH:29]1.[n:1]1[cH:2][c:3]([CH2:7][NH:8][C:9](=[O:10])[c:11]2[c:12]([CH3:21])[n:13][c:14](-[c:16]3[nH:17][n:18][cH:19][cH:20]3)[s:15]2)[cH:4][cH:5][cH:6]1>>[n:1]1[cH:2][c:3]([CH2:7][NH:8][C:9](=[O:10])[c:11]2[c:12]([CH3:21])[n:13][c:14](-[c:16]3[n:17][n:18]([CH2:23][c:24]4[cH:25][cH:26][c:27](-[n:30]5[n:31][cH:32][n:33][cH:34]5)[cH:28][cH:29]4)[cH:19][cH:20]3)[s:15]2)[cH:4][cH:5][cH:6]1. Reactants: C1(=CC=CC=C1)CCCC(CCCC1=CC=CC=C1)NC(=O)C1CCN(CC1)C(CC=C)=O (1-(3-butenoyl)-piperidine-4-carboxylic acid [4-phenyl-1-(3-phenyl-propyl)-butyl]-amide), ClC1=CC(=CC=C1)C(=O)OO (m-chloroperbenzoic acid), [O-]S(=O)[O-].[Na+].[Na+] (Na2SO3). The solvent is C(Cl)Cl (methylene chloride), C(Cl)Cl (methylene chloride). Reaction conditions: time 72 hour. Product: C1(=CC=CC=C1)CCCC(CCCC1=CC=CC=C1)NC(=O)C1CCN(CC1)C(CC1OC1)=O (1-(oxiranylacetyl)-piperidine-4-carboxylic acid [4-phenyl-1-(3-phenyl-propyl)-butyl]-amide). As a reaction SMILES: [C:1]1([CH2:7][CH2:8][CH2:9][CH:10]([NH:20][C:21]([CH:23]2[CH2:28][CH2:27][N:26]([C:29](=[O:33])[CH2:30][CH:31]=[CH2:32])[CH2:25][CH2:24]2)=[O:22])[CH2:11][CH2:12][CH2:13][C:14]2[CH:19]=[CH:18][CH:17]=[CH:16][CH:15]=2)[CH:6]=[CH:5][CH:4]=[CH:3][CH:2]=1.ClC1C=CC=C(C(OO)=[O:42])C=1.[O-]S([O-])=O.[Na+].[Na+]>C(Cl)Cl>[C:1]1([CH2:7][CH2:8][CH2:9][CH:10]([NH:20][C:21]([CH:23]2[CH2:28][CH2:27][N:26]([C:29](=[O:33])[CH2:30][CH:31]3[CH2:32][O:42]3)[CH2:25][CH2:24]2)=[O:22])[CH2:11][CH2:12][CH2:13][C:14]2[CH:19]=[CH:18][CH:17]=[CH:16][CH:15]=2)[CH:2]=[CH:3][CH:4]=[CH:5][CH:6]=1 |f:2.3.4|. Procedure details: 1-(3-Butenoyl)-piperidine-4-carboxylic acid [4-phenyl-1-(3-phenyl-propyl)-butyl]-amide (27) (1.00 g; 2.24 mmol) and m-chloroperbenzoic acid (Aldrich Chemical Company; 71% by assay; 0.65 g; 2.91 mmol) are combined in 10 mL of methylene chloride and refluxed for 24 hours. The solution is stirred at ambient temperature for 72 hours, diluted with methylene chloride (50 mL) and shaken with 10% aqueous Na2SO3 (50 mL). The methylene chloride layer is separated and washed successively with saturated aqu... The reactants are CC(C)(C)C(=O)Cl, C#CCOC(C)=O, CO, [I-], Cl[Pd]Cl, c1ccc(P(c2ccccc2)c2ccccc2)cc1, c1ccc(P(c2ccccc2)c2ccccc2)cc1. The product is CC(=O)OCC#CC(=O)C(C)(C)C. Reaction SMILES: [C:1]([C:2]([CH3:3])([CH3:4])[CH3:5])(=[O:6])[Cl:7].[C:8]([CH3:9])(=[O:10])[O:11][CH2:12][C:13]#[CH:14].[CH3:57][OH:58].[I-:15].[Pd:16]([Cl:17])[Cl:18].[c:19]1([P:20]([c:21]2[cH:22][cH:23][cH:24][cH:25][cH:26]2)[c:27]2[cH:28][cH:29][cH:30][cH:31][cH:32]2)[cH:33][cH:34][cH:35][cH:36][cH:37]1.[c:38]1([P:39]([c:40]2[cH:41][cH:42][cH:43][cH:44][cH:45]2)[c:46]2[cH:47][cH:48][cH:49][cH:50][cH:51]2)[cH:52][cH:53][cH:54][cH:55][cH:56]1>>[C:1]([C:2]([CH3:3])([CH3:4])[CH3:5])(=[O:6])[C:14]#[C:13][CH2:12][O:11][C:8]([CH3:9])=[O:10].